This data is from the Open Reaction Database (ORD), a public repository of structured organic reaction records. The task is: describe an organic reaction: reactants, conditions, products, and yield Starting materials: C[Si](C#CCN=CC1=CC=CC=C1)(C)C (1-trimethylsilyl-N-benzylidene-3-aminoprop-1-yne), [NH4+].[Cl-] (NH4Cl), C(CCC)[Li] (n-butyl lithium), C1(=CC=CC=C1)C=1C2=C(C(OCO2)Cl)C=CC1C1=CC=CC=C1 (3,4-diphenylmethylenedioxybenzyl chloride). The solvent is O (water), O1CCCC1 (tetrahydrofuran), O1CCCC1 (tetrahydrofuran). Yields the product C1(=CC=CC=C1)C=1C2=C(C(C(C#C[Si](C)(C)C)N=CC3=CC=CC=C3)OCO2)C=CC1C1=CC=CC=C1 (3-(3,4-diphenylmethylenedioxybenzyl)-1-trimethylsilyl-N-benzylidene-3-aminoprop-1-yne). The yield is 109.3%. RXN SMILES: [CH3:1][Si:2]([CH3:15])([CH3:14])[C:3]#[C:4][CH2:5][N:6]=[CH:7][C:8]1[CH:13]=[CH:12][CH:11]=[CH:10][CH:9]=1.C([Li])CCC.[C:21]1([C:27]2[C:28]3[O:33][CH2:32][O:31][CH:30](Cl)[C:29]=3[CH:35]=[CH:36][C:37]=2[C:38]2[CH:43]=[CH:42][CH:41]=[CH:40][CH:39]=2)[CH:26]=[CH:25][CH:24]=[CH:23][CH:22]=1.[NH4+].[Cl-]>O.O1CCCC1>[C:21]1([C:27]2[C:28]3[O:33][CH2:32][O:31][CH:30]([CH:5]([N:6]=[CH:7][C:8]4[CH:13]=[CH:12][CH:11]=[CH:10][CH:9]=4)[C:4]#[C:3][Si:2]([CH3:14])([CH3:1])[CH3:15])[C:29]=3[CH:35]=[CH:36][C:37]=2[C:38]2[CH:39]=[CH:40][CH:41]=[CH:42][CH:43]=2)[CH:26]=[CH:25][CH:24]=[CH:23][CH:22]=1 |f:3.4|. Procedure: To a stirred solution of 1-trimethylsilyl-N-benzylidene-3-aminoprop-1-yne (7.609 g.; 34.4 mmol) in 106 ml. of tetrahydrofuran maintained at -78° under N2 was added dropwise 19.5 ml. of 1.63 N n-butyl lithium. To the stirred deep red solution was then added dropwise 11.43 g. (35.4 mmol) of 3,4-diphenylmethylenedioxybenzyl chloride in 35 ml. of tetrahydrofuran. After an additional 30 minutes at -78° water (25 ml.) was added dropwise, the mixture was warmed to 20°, 10% aqueous NH4Cl solution was ad... Reactants: NC1=NNC=C1 (3-aminopyrazole), NC1=NNC=C1 (3-aminopyrazole), C(C)(=O)OC(C)=O (acetic anhydride). The reagents and catalysts are C(C)(=O)OC(C)=O (acetic anhydride). Run in C(C)(=O)OCC (ethyl acetate). Reaction conditions: temperature 45 celsius, time 30 minute. The product is N1N=C(C=C1)NC(C)=O (N-(1H-pyrazol-3-yl)-acetamide). The yield is 100.0%. Reaction SMILES: [NH2:1][C:2]1[CH:6]=[CH:5][NH:4][N:3]=1.[C:7](OC(=O)C)(=[O:9])[CH3:8]>C(OC(=O)C)(=O)C.C(OCC)(=O)C>[NH:4]1[CH:5]=[CH:6][C:2]([NH:1][C:7](=[O:9])[CH3:8])=[N:3]1. Reported procedure: To a 2 L glass flask was charged with 200 g (2.36 mol) of 3-aminopyrazole and 900 g of ethyl acetate. The mixture was agitated at 45° C. for 30 min to form a homogeneous solution. To the mixture was added 245 g (2.36 mol) of acetic anhydride over 1.2 h. The mixture was stirred at 60° C. for 3 h. HPLC analysis of reaction mixture indicated the presence of 3-aminopyrazole. Another 9.7 g (0.09 mol) of acetic anhydride was added into the mixture over 15 min at ca. 60° C. The resulting suspension was... Starting materials: C1(=C(C(=C(C(=C1F)F)F)N)F)N.Cl.Cl (dihydrochloride), [N+](=O)([O-])C1=C(C=C(C=C1)NC(CO)CO)C (2-(4-nitro-3-methylphenylamino)propane-1,3-diol). Reagents/catalysts: [Zn].[Cl-].[NH4+].O.C(C)O (zinc ammonium chloride water ethanol). Yields the product Cl.Cl.NC1=C(C=C(C=C1)NC(CO)CO)C (2-(4-amino-3-methylphenylamino)propane-1,3-diol Dihydrochloride). RXN SMILES: [N+:1]([C:4]1[CH:9]=[CH:8][C:7]([NH:10][CH:11]([CH2:14][OH:15])[CH2:12][OH:13])=[CH:6][C:5]=1[CH3:16])([O-])=O.C1(N)C(F)=C(F)C(F)=C(N)C=1F.[ClH:29].Cl>[Zn].[Cl-].[NH4+].O.C(O)C>[ClH:29].[ClH:29].[NH2:1][C:4]1[CH:9]=[CH:8][C:7]([NH:10][CH:11]([CH2:12][OH:13])[CH2:14][OH:15])=[CH:6][C:5]=1[CH3:16] |f:1.2.3,4.5.6.7.8,9.10.11|. Procedure: The 2-(4-nitro-3-methylphenylamino)propane-1,3-diol (11) obtained above was reduced with a boiling zinc/ammonium chloride/water/ethanol mixture. The corresponding amine was isolated in dihydrochloride form. The reactants are NC1=NNC=N1 (3-Amino-1,2,4-triazole), ClC=1C=C(CCl)C=C(C1)Cl (3,5-dichlorobenzyl chloride), [H-].[Na+] (sodium hydride). The solvent is CN(C)C=O (DMF). Reaction conditions: time 1 hour. Yields the product ClC=1C=C(CN2N=C(N=C2)N)C=C(C1)Cl (1-(3,5-Dichloro-benzyl)-1H-[1,2,4]triazol-3-ylamine), solid. The yield is 29.0%. As a reaction SMILES: [NH2:1][C:2]1[N:6]=[CH:5][NH:4][N:3]=1.[H-].[Na+].[Cl:9][C:10]1[CH:11]=[C:12]([CH:15]=[C:16]([Cl:18])[CH:17]=1)[CH2:13]Cl>CN(C=O)C>[Cl:9][C:10]1[CH:11]=[C:12]([CH:15]=[C:16]([Cl:18])[CH:17]=1)[CH2:13][N:4]1[CH:5]=[N:6][C:2]([NH2:1])=[N:3]1 |f:1.2|. Procedure: 3-Amino-1,2,4-triazole (420 mg, 5.0 mmol) was dissolved in DMF (3 mL) under argon atmosphere, sodium hydride (55%, 218 mg, 5.0 mmol) was added at room temperature in small portions and stirred at room temperature for 1 hour. The reaction mixture was cooled to 0° C., 3,5-dichlorobenzyl chloride (977 mg, 5.0 mmol) was added and the reaction mixture was stirred at room temperature for 3 hours. The reaction mixture was poured onto water and the aqueous phase extracted with ethyl acetate. The combine... Product: C(C)OC(=O)C1=C[C@H]([C@@H]([C@H](C1)NC(=O)OC(C)(C)C)NC(C)=O)O ((3R,4R,5S)-4-Acetylamino-5-tert-butoxycarbonylamino-3-hydroxy-cyclohex-1-enecarboxylic acid ethyl ester). Isolated yield 94.9%. Reactants: C(C)OC(=O)C1=C[C@@H]([C@H]([C@@H]2OC(O[C@@H]21)(C)C)NC(C)=O)NC(=O)OC(C)(C)C ((3aR,6S,7R,7aS)-7-Acetylamino-6-tert-butoxycarbonylamino-2,2-dimethyl-3a,6,7,7a-tetrahydro-benzo[1,3]dioxole-4-carboxylic acid ethyl ester), [O-]CC.[Na+] (sodium ethoxide). RXN SMILES: [CH2:1]([O:3][C:4]([C:6]1[C@@H:14]2[C@@H:10]([O:11]C(C)(C)O2)[C@H:9]([NH:17][C:18](=[O:20])[CH3:19])[C@@H:8]([NH:21][C:22]([O:24][C:25]([CH3:28])([CH3:27])[CH3:26])=[O:23])[CH:7]=1)=[O:5])[CH3:2].[O-]CC.[Na+]>CCO>[CH2:1]([O:3][C:4]([C:6]1[CH2:7][C@H:8]([NH:21][C:22]([O:24][C:25]([CH3:28])([CH3:26])[CH3:27])=[O:23])[C@@H:9]([NH:17][C:18](=[O:20])[CH3:19])[C@H:10]([OH:11])[CH:14]=1)=[O:5])[CH3:2] |f:1.2|. Conditions: time 5 minute. Reported procedure: Acetonide 10 (534 mg; 1.33 mmol) was dissolved in EtOH (10 mL) and 12.4 ml of ethanolic sodium ethoxide solution (0.05M) was added dropwise over period 1 min. After 5 min of stirring at room temperature reaction mixture was quenched by addition of 1 g of silica and then filtered and evaporated. Chromatography [ethyl acetate→ethyl acetate-ethanol (1:1), 5 g silica] of residue afforded 432 mg (94%) of allylalcohol 12 as white solid: m.p.=177-178° C. (ethyl acetate-hexane); Rf=0.2 (ethyl acetate); ... Run in CCO (EtOH). The reactants are BrC1=CC(=C(C(=C1)C)O)C (4-bromo-2,6-dimethylphenol), [N+](=O)([O-])C=1C=C(C=CC1)B(O)O (3-nitrophenylboronic acid), C([O-])([O-])=O.[Na+].[Na+] (sodium carbonate). The reagents and catalysts are [Pd] (palladium), C=1C=CC(=CC1)[P](C=2C=CC=CC2)(C=3C=CC=CC3)[Pd]([P](C=4C=CC=CC4)(C=5C=CC=CC5)C=6C=CC=CC6)([P](C=7C=CC=CC7)(C=8C=CC=CC8)C=9C=CC=CC9)[P](C=1C=CC=CC1)(C=1C=CC=CC1)C=1C=CC=CC1 (tetrakis(triphenylphosphine)palladium(0)). Solvent: C1(=CC=CC=C1)C (toluene). Product: [N+](=O)([O-])C=1C=C(C=CC1)C1=CC(=C(C(=C1)C)O)C (4-(3-nitrophenyl)-2,6-dimethylphenol). Isolated yield 30.7%. As a reaction SMILES: Br[C:2]1[CH:7]=[C:6]([CH3:8])[C:5]([OH:9])=[C:4]([CH3:10])[CH:3]=1.[N+:11]([C:14]1[CH:15]=[C:16](B(O)O)[CH:17]=[CH:18][CH:19]=1)([O-:13])=[O:12].C(=O)([O-])[O-].[Na+].[Na+]>C1(C)C=CC=CC=1.[Pd].C1C=CC([P]([Pd]([P](C2C=CC=CC=2)(C2C=CC=CC=2)C2C=CC=CC=2)([P](C2C=CC=CC=2)(C2C=CC=CC=2)C2C=CC=CC=2)[P](C2C=CC=CC=2)(C2C=CC=CC=2)C2C=CC=CC=2)(C2C=CC=CC=2)C2C=CC=CC=2)=CC=1>[N+:11]([C:14]1[CH:19]=[C:18]([C:2]2[CH:7]=[C:6]([CH3:8])[C:5]([OH:9])=[C:4]([CH3:10])[CH:3]=2)[CH:17]=[CH:16][CH:15]=1)([O-:13])=[O:12] |f:2.3.4,^1:40,42,61,80|. Procedure details: To a solution of 4-bromo-2,6-dimethylphenol (2.58 g, 12.8 mmol) and 3-nitrophenylboronic acid (2.08 g, 12.5 mmol) in toluene (50 mL) were added tetrakis(triphenylphosphine)palladium(0) (0.48 g, 0.42 mmol) and 2M sodium carbonate (6.3 mL, 13 mmol). The mixture was stirred at 100° C. for 22 hours at which time additional palladium catalyst (150 mg) was added. The mixture was heated for another 20 hours and then cooled to room temperature. The mixture was partitioned between water and ethyl acetate...